From a dataset of the Open Reaction Database (ORD), a public repository of structured organic reaction records. describe an organic reaction: reactants, conditions, products, and yield Reaction SMILES: C1C=CC=CC=1.C1(C)C=CC=CC=1.[C:14]1([CH:20]([C:38]2[CH:43]=[CH:42][CH:41]=[CH:40][CH:39]=2)[N:21]2[CH2:26][C:25](=O)[N:24]([N:28]=[CH:29][C:30]3[CH:35]=[CH:34][CH:33]=[C:32]([CH3:36])[N:31]=3)[C:23](=O)[CH2:22]2)[CH:19]=[CH:18][CH:17]=[CH:16][CH:15]=1.B#B>O1CCCC1.B(F)(F)F.C(OCC)C>[C:38]1([CH:20]([C:14]2[CH:19]=[CH:18][CH:17]=[CH:16][CH:15]=2)[N:21]2[CH2:22][CH2:23][N:24]([NH:28][CH2:29][C:30]3[CH:35]=[CH:34][CH:33]=[C:32]([CH3:36])[N:31]=3)[CH2:25][CH2:26]2)[CH:43]=[CH:42][CH:41]=[CH:40][CH:39]=1. Run in O1CCCC1 (tetrahydrofuran), B(F)(F)F (boron trifluoride), C(C)OCC (diethyl ether). The reactants are C1=CC=CC=C1 (benzene), C1(=CC=CC=C1)C(N1CC(N(C(C1)=O)N=CC1=NC(=CC=C1)C)=O)C1=CC=CC=C1 (1-diphenylmethyl-4-(6-methyl-2-pyridylmethyleneamino)-3,5-diketopiperazine), B#B (diborane), C1(=CC=CC=C1)C (toluene). Procedure details: By way of illustration, the first step of Scheme A is shown. Iminodiacetic acid, disodium salt monohydrate is reacted with thionyl chloride to give diethyliminodiacetate. This reaction is conducted in ethanol. Time and temperature are not deemed critical to the conduct of this reaction. Time varies from 20 hrs. to 72 hrs. depending on the particular temperature employed. The resulting product from the first step -- diethyliminodiacetate -- is then treated with chlorodiphenylmethane. Time and tem... Product: C1(=CC=CC=C1)C(N1CCN(CC1)NCC1=NC(=CC=C1)C)C1=CC=CC=C1 (1-diphenylmethyl-4-(6-methyl-2-pyridylmethylamino)piperazine).